This data is from the Open Reaction Database (ORD), a public repository of structured organic reaction records. The task is: describe an organic reaction: reactants, conditions, products, and yield The reactants are CO, CCOC(=O)C1(c2ccc([N+](=O)[O-])c(OCC(F)(F)F)c2)CCCC1. Yields the product CCOC(=O)C1(c2ccc(N)c(OCC(F)(F)F)c2)CCCC1. Reaction SMILES: [CH3:26][OH:27].[N+:1]([O-:2])(=[O:3])[c:4]1[c:5]([O:20][CH2:21][C:22]([F:23])([F:24])[F:25])[cH:6][c:7]([C:10]2([C:15](=[O:16])[O:17][CH2:18][CH3:19])[CH2:11][CH2:12][CH2:13][CH2:14]2)[cH:8][cH:9]1>>[NH2:1][c:4]1[c:5]([O:20][CH2:21][C:22]([F:23])([F:24])[F:25])[cH:6][c:7]([C:10]2([C:15](=[O:16])[O:17][CH2:18][CH3:19])[CH2:11][CH2:12][CH2:13][CH2:14]2)[cH:8][cH:9]1. Starting materials: ClC=1C=C(CN)C=CC1Cl (3,4-dichlorobenzylamine), ClC=1C2=C(N=C(N1)C1=NC=CN=C1)SC(=C2C)C (4-chloro-2-(pyrazin-2-yl)-5,6-dimethyl-thieno-[2,3-d]-pyrimidine). Yields the product N1=C(C=NC=C1)C=1N=C(C2=C(N1)SC(=C2C)C)NCC2=CC(=C(C=C2)Cl)Cl (2-(pyrazin-2-yl)-4-(3,4-dichlorobenzylamino)-5,6-dimethyl-thieno-[2,3-d]-pyrimidine). Reaction SMILES: [Cl:1][C:2]1[CH:3]=[C:4]([CH:7]=[CH:8][C:9]=1[Cl:10])[CH2:5][NH2:6].Cl[C:12]1[C:13]2[C:26]([CH3:27])=[C:25]([CH3:28])[S:24][C:14]=2[N:15]=[C:16]([C:18]2[CH:23]=[N:22][CH:21]=[CH:20][N:19]=2)[N:17]=1>>[N:19]1[CH:20]=[CH:21][N:22]=[CH:23][C:18]=1[C:16]1[N:17]=[C:12]([NH:6][CH2:5][C:4]2[CH:7]=[CH:8][C:9]([Cl:10])=[C:2]([Cl:1])[CH:3]=2)[C:13]2[C:26]([CH3:27])=[C:25]([CH3:28])[S:24][C:14]=2[N:15]=1. Procedure details: With the procedure of Example 1, the reaction of 3,4-dichlorobenzylamine with 4-chloro-2-(pyrazin-2-yl)-5,6-dimethyl-thieno-[2,3-d]-pyrimidine yields 2-(pyrazin-2-yl)-4-(3,4-dichlorobenzylamino)-5,6-dimethyl-thieno-[2,3-d]-pyrimidine. The reactants are C(C)OC(C(CC1=C(C=C(C=C1)OCC1=C(N=C(S1)C1=CC(=C(C=C1)F)Cl)C)C)OCC)=O ([rac]-3-{4-[2-(3-chloro-4-fluoro-phenyl)-4-methyl-thiazol-5-ylmethoxy]-2-methyl-phenyl}-2-ethoxy-propionic acid ethyl ester), [Li+].[OH-] (LiOH). The product is ClC=1C=C(C=CC1F)C=1SC(=C(N1)C)COC1=CC(=C(C=C1)CC(C(=O)O)OCC)C ([rac]-3-{4-[2-(3-chloro-4-fluoro-phenyl)-4-methyl-thiazol-5-ylmethoxy]-2-methyl-phenyl}-2-ethoxy-propionic acid). RXN SMILES: C([O:3][C:4](=[O:33])[CH:5]([O:30][CH2:31][CH3:32])[CH2:6][C:7]1[CH:12]=[CH:11][C:10]([O:13][CH2:14][C:15]2[S:19][C:18]([C:20]3[CH:25]=[CH:24][C:23]([F:26])=[C:22]([Cl:27])[CH:21]=3)=[N:17][C:16]=2[CH3:28])=[CH:9][C:8]=1[CH3:29])C.[Li+].[OH-]>>[Cl:27][C:22]1[CH:21]=[C:20]([C:18]2[S:19][C:15]([CH2:14][O:13][C:10]3[CH:11]=[CH:12][C:7]([CH2:6][CH:5]([O:30][CH2:31][CH3:32])[C:4]([OH:33])=[O:3])=[C:8]([CH3:29])[CH:9]=3)=[C:16]([CH3:28])[N:17]=2)[CH:25]=[CH:24][C:23]=1[F:26] |f:1.2|. Reported procedure: In analogy to the procedure described in example 10 d], [rac]-3-{4-[2-(3-chloro-4-fluoro-phenyl)-4-methyl-thiazol-5-ylmethoxy]-2-methyl-phenyl}-2-ethoxy-propionic acid ethyl ester was treated with LiOH to obtain [rac]-3-{4-[2-(3-chloro-4-fluoro-phenyl)-4-methyl-thiazol-5-ylmethoxy]-2-methyl-phenyl}-2-ethoxy-propionic acid as light yellow foam. Reactants: OC=1C=CC2=C(C(OC(O2)C(Cl)(Cl)Cl)C(Cl)(Cl)Cl)C1 (6-hydroxy-2,4-bis(trichloromethyl)benzo[1,3]dioxin), C(C1=CC=CC=C1)(=O)Cl (benzoyl chloride). Solvent: C1(=CC=CC=C1)C (toluene). Yields the product ClC(Cl)(Cl)C1OC2=C(CO1)C=CC=C2 (trichloromethylbenzo[1,3]dioxin). Reaction SMILES: O[C:2]1[CH:3]=[CH:4][C:5]2[O:10][CH:9]([C:11]([Cl:14])([Cl:13])[Cl:12])[O:8][CH:7](C(Cl)(Cl)Cl)[C:6]=2[CH:19]=1.C(Cl)(=O)C1C=CC=CC=1>C1(C)C=CC=CC=1>[Cl:14][C:11]([CH:9]1[O:8][CH2:7][C:6]2[CH:19]=[CH:2][CH:3]=[CH:4][C:5]=2[O:10]1)([Cl:13])[Cl:12]. Procedure details: A mixture of 6-hydroxy-2,4-bis(trichloromethyl)benzo[1,3]dioxin (1.0 g.), benzoyl chloride (0.35 ml.) and toluene (20 ml.) was warmed on the steam bath for 1 hour. The resulting solution was cooled to ambient temperature and evaporated to dryness under reduced pressure to give an oily residue. The residue was triturated with ethanol (5 ml.) to give a white solid, which was crystallised from ethanol to give 6-benzoyloxy-2,4-bis(trichloromethylbenzo[1,3]dioxin, m.p. 167°-169° C.